Dataset: the Open Reaction Database (ORD), a public repository of structured organic reaction records. Task: describe an organic reaction: reactants, conditions, products, and yield Reactants: ClC1=CC(=C(CN2N=CC3=CC(=CC=C23)\C=C/2\C(N(C(S2)=O)CC=2NC=CN2)=O)C=C1)C(F)(F)F ((5Z)-5-({1-[4-Chloro-2-(trifluoromethyl)benzyl]-1H-indazol-5-yl}methylidene)-3-(1H-imidazol-2-ylmethyl)-1,3-thiazolidine-2,4-dione), CS(=O)(=O)Cl (methanesulfonyl chloride). Product: ClC1=CC(=C(CN2N=CC3=CC(=CC=C23)\C=C/2\C(N(C(S2)=O)CC=2N(C=CN2)S(=O)(=O)C)=O)C=C1)C(F)(F)F ((5Z)-5-({1-[4-Chloro-2-(trifluoromethyl)benzyl]-1H-indazol-5-yl}-methylidene)-3-{[1-(methylsulfonyl)-1H-imidazol-2-yl]methyl}-1,3-thiazolidine-2,4-dione). RXN SMILES: [Cl:1][C:2]1[CH:31]=[CH:30][C:5]([CH2:6][N:7]2[C:15]3[C:10](=[CH:11][C:12](/[CH:16]=[C:17]4/[C:18](=[O:29])[N:19]([CH2:23][C:24]5[NH:25][CH:26]=[CH:27][N:28]=5)[C:20](=[O:22])[S:21]/4)=[CH:13][CH:14]=3)[CH:9]=[N:8]2)=[C:4]([C:32]([F:35])([F:34])[F:33])[CH:3]=1.[CH3:36][S:37](Cl)(=[O:39])=[O:38]>>[Cl:1][C:2]1[CH:31]=[CH:30][C:5]([CH2:6][N:7]2[C:15]3[C:10](=[CH:11][C:12](/[CH:16]=[C:17]4/[C:18](=[O:29])[N:19]([CH2:23][C:24]5[N:25]([S:37]([CH3:36])(=[O:39])=[O:38])[CH:26]=[CH:27][N:28]=5)[C:20](=[O:22])[S:21]/4)=[CH:13][CH:14]=3)[CH:9]=[N:8]2)=[C:4]([C:32]([F:35])([F:34])[F:33])[CH:3]=1. Procedure details: (5Z)-5-({1-[4-Chloro-2-(trifluoromethyl)benzyl]-1H-indazol-5-yl}-methylidene)-3-{[1-(methylsulfonyl)-1H-imidazol-2-yl]methyl}-1,3-thiazolidine-2,4-dione was prepared from (5Z)-5-({1-[4-chloro-2-(trifluoromethyl)benzyl]-1H-indazol-5-yl}methylidene)-3-(1H-imidazol-2-ylmethyl)-1,3-thiazolidine-2,4-dione (from Example 403) and methanesulfonyl chloride following General Procedure U. Starting materials: CC1=NNC(=C1C1=CC=C(C=C1)C)N (3-Methyl-4-(4-methylphenyl)-1H-pyrazol-5-amine), FC1=CC=C(C=C1)C(CC(=O)OCC)=O (ethyl 3-(4-fluorophenyl)-3-oxopropanoate). Run in N1=CC=CC=C1 (pyridine). Product: CC1=CC=C(C=C1)C=1C(=NN2C1NC(C=C2C2=CC=C(C=C2)F)=O)C (3-(4-methylphenyl)-7-(4-fluorophenyl)-2-methylpyrazolo[1,5-a]pyrimidin-5(4H)-one). Reaction SMILES: [CH3:1][C:2]1[C:6]([C:7]2[CH:12]=[CH:11][C:10]([CH3:13])=[CH:9][CH:8]=2)=[C:5]([NH2:14])[NH:4][N:3]=1.[F:15][C:16]1[CH:21]=[CH:20][C:19]([C:22](=O)[CH2:23][C:24](OCC)=[O:25])=[CH:18][CH:17]=1>N1C=CC=CC=1>[CH3:13][C:10]1[CH:11]=[CH:12][C:7]([C:6]2[C:2]([CH3:1])=[N:3][N:4]3[C:22]([C:19]4[CH:20]=[CH:21][C:16]([F:15])=[CH:17][CH:18]=4)=[CH:23][C:24](=[O:25])[NH:14][C:5]=23)=[CH:8][CH:9]=1. Procedure details: 3-Methyl-4-(4-methylphenyl)-1H-pyrazol-5-amine and ethyl 3-(4-fluorophenyl)-3-oxopropanoate are stirred overnight in a pyridine (10 mL) solvent at 95° C. After cooling to room temperature, the reaction solvent is removed by distillation under reduced pressure. The remainder is extracted with ethyl acetate and water. The extracted organic layer is washed with brine and dehydrated with anhydrous MgSO4. The dehydrated organic layer is distilled under reduced pressure and purified by column chromato... Starting materials: CN=C=O, NCCc1cn(C(c2ccccc2)(c2ccccc2)c2ccccc2)c(F)n1. Product: CNC(=O)NCCc1cn(C(c2ccccc2)(c2ccccc2)c2ccccc2)c(F)n1. RXN SMILES: [CH3:29][N:30]=[C:31]=[O:32].[NH2:1][CH2:2][CH2:3][c:4]1[n:5][c:6]([F:28])[n:7]([C:9]([c:10]2[cH:11][cH:12][cH:13][cH:14][cH:15]2)([c:16]2[cH:17][cH:18][cH:19][cH:20][cH:21]2)[c:22]2[cH:23][cH:24][cH:25][cH:26][cH:27]2)[cH:8]1>>[NH:1]([CH2:2][CH2:3][c:4]1[n:5][c:6]([F:28])[n:7]([C:9]([c:10]2[cH:11][cH:12][cH:13][cH:14][cH:15]2)([c:16]2[cH:17][cH:18][cH:19][cH:20][cH:21]2)[c:22]2[cH:23][cH:24][cH:25][cH:26][cH:27]2)[cH:8]1)[C:31]([NH:30][CH3:29])=[O:32]. Starting materials: COC(=O)C=CC1(C(C)(C)O[SiH2]C(C)(C)C)CC(c2ccc(OCc3cc(C)nc4ccccc34)cc2)=NO1, CO. The product is COC(=O)CCC1(C(C)(C)O[SiH2]C(C)(C)C)CC(c2ccc(OCc3cc(C)nc4ccccc34)cc2)=NO1. RXN SMILES: [CH3:1][O:2][C:3]([CH:4]=[CH:5][C:6]1([C:30]([O:31][SiH2:32][C:33]([CH3:34])([CH3:35])[CH3:36])([CH3:37])[CH3:38])[CH2:7][C:8]([c:11]2[cH:12][cH:13][c:14]([O:17][CH2:18][c:19]3[cH:20][c:21]([CH3:29])[n:22][c:23]4[cH:24][cH:25][cH:26][cH:27][c:28]34)[cH:15][cH:16]2)=[N:9][O:10]1)=[O:39].[CH3:40][OH:41]>>[CH3:1][O:2][C:3]([CH2:4][CH2:5][C:6]1([C:30]([O:31][SiH2:32][C:33]([CH3:34])([CH3:35])[CH3:36])([CH3:37])[CH3:38])[CH2:7][C:8]([c:11]2[cH:12][cH:13][c:14]([O:17][CH2:18][c:19]3[cH:20][c:21]([CH3:29])[n:22][c:23]4[cH:24][cH:25][cH:26][cH:27][c:28]34)[cH:15][cH:16]2)=[N:9][O:10]1)=[O:39]. Starting materials: IC=1C=C(N)C=CC1 (m-iodoaniline), N1=CC=CC=C1 (pyridine), C(CCCCCCCCCCCCC)OC1=CC=C(C=C1)CC(=O)Cl (p-tetradecyloxyphenylacetyl chloride). The solvent is O1CCCC1 (tetrahydrofuran), O1CCCC1 (tetrahydrofuran). Run at time 8 hour. The product is IC=1C=C(C=CC1)NC(CC1=CC=C(C=C1)OCCCCCCCCCCCCCC)=O (N-(3-Iodophenyl)-4-(tetradecyloxy)benzeneacetamide). RXN SMILES: [I:1][C:2]1[CH:3]=[C:4]([CH:6]=[CH:7][CH:8]=1)[NH2:5].N1C=CC=CC=1.[CH2:15]([O:29][C:30]1[CH:35]=[CH:34][C:33]([CH2:36][C:37](Cl)=[O:38])=[CH:32][CH:31]=1)[CH2:16][CH2:17][CH2:18][CH2:19][CH2:20][CH2:21][CH2:22][CH2:23][CH2:24][CH2:25][CH2:26][CH2:27][CH3:28]>O1CCCC1>[I:1][C:2]1[CH:3]=[C:4]([NH:5][C:37](=[O:38])[CH2:36][C:33]2[CH:34]=[CH:35][C:30]([O:29][CH2:15][CH2:16][CH2:17][CH2:18][CH2:19][CH2:20][CH2:21][CH2:22][CH2:23][CH2:24][CH2:25][CH2:26][CH2:27][CH3:28])=[CH:31][CH:32]=2)[CH:6]=[CH:7][CH:8]=1. Procedure details: To a solution of 14.29 g of m-iodoaniline and 15.52 g of pyridine in 150 ml of tetrahydrofuran is added at room temperature over 20 minutes a solution of p-tetradecyloxyphenylacetyl chloride in 150 ml of tetrahydrofuran. The mixture is stirred overnight and the solvent removed. The residue is partitioned between dilute hydrochloric acid and warm chloroform. The separated organic layer is washed with dilute hydrochloric acid, dried and evaporated to a residue which is crystallized from carbon tet... Starting materials: BrC1=CN=C2N1C=CC(=N2)C(C)(C)O (2-(3-Bromoimidazo[1,2-α]pyrimidin-7-yl)propan-2-ol), FC1=C(C=CC=C1C1=CC=NC=C1)B(O)O (2-fluoro-3-(pyridin-4-yl)benzeneboronic acid). The product is FC1=C(C=CC=C1C1=CC=NC=C1)C1=CN=C2N1C=CC(=N2)C(C)(C)O (2-[3-(2-fluoro-3-(pyridin-4-yl)phenyl)imidazo[1,2-α]pyrimidin-7-yl]propan-2-ol). As a reaction SMILES: Br[C:2]1[N:6]2[CH:7]=[CH:8][C:9]([C:11]([OH:14])([CH3:13])[CH3:12])=[N:10][C:5]2=[N:4][CH:3]=1.[F:15][C:16]1[C:21]([C:22]2[CH:27]=[CH:26][N:25]=[CH:24][CH:23]=2)=[CH:20][CH:19]=[CH:18][C:17]=1B(O)O>>[F:15][C:16]1[C:21]([C:22]2[CH:23]=[CH:24][N:25]=[CH:26][CH:27]=2)=[CH:20][CH:19]=[CH:18][C:17]=1[C:2]1[N:6]2[CH:7]=[CH:8][C:9]([C:11]([OH:14])([CH3:13])[CH3:12])=[N:10][C:5]2=[N:4][CH:3]=1. Procedure: 2-(3-Bromoimidazo[1,2-α]pyrimidin-7-yl)propan-2-ol was coupled with 2-fluoro-3-(pyridin-4-yl)benzeneboronic acid as described in Example 1 to give 2-[3-(2-fluoro-3-(pyridin-4-yl)phenyl)imidazo[1,2-α]pyrimidin-7-yl]propan-2-ol as a white solid. Bis-hydrochloride salt (from ethyl acetate/ethanol): δH (360 MHz, DMSO) 1.56 (6H, s), 7.69 (1H, dd, J 8 and 8), 7.84-7.92 (2H, m), 7.99-8.04 (1H, m), 8.21 (2H, d, J 6), 8.53 (1H, s), 8.98 (2H, d, J 6),9.30 (1H, dd, J 7 and 3); m/z (ES+) 349 (M++H). The reactants are CC(C)(C)OC(=O)NC1CC2(CCN(C(=O)OCc3ccccc3)CC2)CC1O, CCO, [OH-], [OH-], [Pd+2]. The product is CC(C)(C)OC(=O)NC1CC2(CCNCC2)CC1O. RXN SMILES: [CH3:1][C:2]([CH3:3])([CH3:4])[O:5][C:6](=[O:7])[NH:8][CH:9]1[CH2:10][C:11]2([CH2:12][CH:13]1[OH:14])[CH2:15][CH2:16][N:17]([C:20]([O:21][CH2:22][c:23]1[cH:24][cH:25][cH:26][cH:27][cH:28]1)=[O:29])[CH2:18][CH2:19]2.[CH3:30][CH2:31][OH:32].[OH-:33].[OH-:34].[Pd+2:35]>>[CH3:1][C:2]([CH3:3])([CH3:4])[O:5][C:6](=[O:7])[NH:8][CH:9]1[CH2:10][C:11]2([CH2:12][CH:13]1[OH:14])[CH2:15][CH2:16][NH:17][CH2:18][CH2:19]2.